Dataset: the Open Reaction Database (ORD), a public repository of structured organic reaction records. Task: describe an organic reaction: reactants, conditions, products, and yield The solvent is C1CCOC1.C1(=CC=CC=C1)C (THF toluene), O (H2O). Reactants: Cl (HCl), ClC=1C=C(C=CC1Cl)C1=CC(=NN1C1=CC=C(C=C1)OC)C[C@H](C(=O)N1C(O[C@H]2[C@@H]1C=1C=CC=CC1C2)=O)C=2C=C(C=CC2)C ((2S,3aS,8aR)-3-{3-[5-(3,4-Dichlorophenyl)-1-(4-methoxyphenyl)-1H-pyrazol-3-yl]-2-m-tolyl-propionyl}-3,3a,8,8a-tetrahydro-indeno[1,2-d]oxazol-2-one), [Li+].[OH-] (LiOH), OO (hydrogen peroxide). Reported procedure: To a stirred THF/toluene solution containing 3-{3-[5-(3,4-dichlorophenyl)-1-(4-methoxyphenyl)-1H-pyrazol-3-yl]-2-m-tolyl-propionyl}-3,3a,8,8a-tetrahydro-indeno[1,2-d]oxazol-2-one (Example 520, 9.45 kg, 14.8 mol) at 0-10° C. was added H2O (5.25 L) and 30% hydrogen peroxide (4.35 L, 42.6 mol) followed by 19% aq. LiOH (9.40, 42.6 mol). The reaction mixture was stirred between 0-10° C. for 2 h. When HPLC analysis indicated the disappearance of the starting material, the reaction was quenched between... Conditions: temperature 5 celsius, time 2 hour. The product is ClC=1C=C(C=CC1Cl)C1=CC(=NN1C1=CC=C(C=C1)OC)C[C@H](C(=O)O)C=1C=C(C=CC1)C ((S)-3-[5-(3,4-Dichloro-phenyl)-1-(4-methoxy-phenyl)-1H-pyrazol-3-yl]-2-m-tolyl-propionic acid). Reaction SMILES: [Cl:1][C:2]1[CH:3]=[C:4]([C:9]2[N:13]([C:14]3[CH:19]=[CH:18][C:17]([O:20][CH3:21])=[CH:16][CH:15]=3)[N:12]=[C:11]([CH2:22][C@@H:23]([C:39]3[CH:40]=[C:41]([CH3:45])[CH:42]=[CH:43][CH:44]=3)[C:24](N3[C@H]4C5C=CC=CC=5C[C@H]4OC3=O)=[O:25])[CH:10]=2)[CH:5]=[CH:6][C:7]=1[Cl:8].[OH:46]O.[Li+].[OH-].Cl>O.C1COCC1.C1(C)C=CC=CC=1>[Cl:1][C:2]1[CH:3]=[C:4]([C:9]2[N:13]([C:14]3[CH:15]=[CH:16][C:17]([O:20][CH3:21])=[CH:18][CH:19]=3)[N:12]=[C:11]([CH2:22][C@@H:23]([C:39]3[CH:40]=[C:41]([CH3:45])[CH:42]=[CH:43][CH:44]=3)[C:24]([OH:46])=[O:25])[CH:10]=2)[CH:5]=[CH:6][C:7]=1[Cl:8] |f:2.3,6.7|. Starting materials: COC1=CC=C(C=C1)N1C(NC(NC1=O)NCCCC)=O (3-(4-methoxyphenyl)-6-n-butylamino-tetrahydro-1,3,5-triazine-2,4-dione), Br (hydrobromic acid), [OH-].[Na+] (sodium hydroxide). The solvent is O (water). The product is OC1=CC=C(C=C1)N1C(NC(NC1=O)NCCCC)=O (3-(4-hydroxyphenyl)-6-n-butylamino-tetrahydro-1,3,5-triazine-2,4-dione). The yield is 52.5%. Reaction SMILES: C[O:2][C:3]1[CH:8]=[CH:7][C:6]([N:9]2[C:14](=[O:15])[NH:13][CH:12]([NH:16][CH2:17][CH2:18][CH2:19][CH3:20])[NH:11][C:10]2=[O:21])=[CH:5][CH:4]=1.Br.[OH-].[Na+]>O>[OH:2][C:3]1[CH:4]=[CH:5][C:6]([N:9]2[C:10](=[O:21])[NH:11][CH:12]([NH:16][CH2:17][CH2:18][CH2:19][CH3:20])[NH:13][C:14]2=[O:15])=[CH:7][CH:8]=1 |f:2.3|. Procedure details: A mixture of 3-(4-methoxyphenyl)-6-n-butylamino-tetrahydro-1,3,5-triazine-2,4-dione (1.0 g.) and hydrobromic acid (48% w/v; 20 ml.) was heated under reflux for 16 hours. The mixture was cooled to room temperature, diluted with water (100 ml.), and the aqueous solution adjusted to pH 6-7 by addition of aqueous sodium hydroxide solution. The white solid produced was separated by filtration, washed with water (3×70 ml.) and dried (over phosphorus pentoxide) to give 3-(4-hydroxyphenyl)-6-n-butylamin...